This data is from the Open Reaction Database (ORD), a public repository of structured organic reaction records. The task is: describe an organic reaction: reactants, conditions, products, and yield The reactants are ClC=1C=C(C=CC1C#N)N1N=C2C3=C(CCC2C1C1CCOCC1)C=C(C=C3)C(=O)O ((±)-(3SR,3aRS)-2-(3-chloro-4-cyanophenyl)-3-(tetrahydro-2H-pyran-4-yl)-3,3a,4,5-tetrahydro-2H-benzo[g]indazole-7-carboxylic acid), Cl.CS(=O)(=O)CCN (2-(methylsulfonyl)ethanamine hydrochloride). Product: ClC=1C=C(C=CC1C#N)N1N=C2C3=C(CCC2C1C1CCOCC1)C=C(C=C3)C(=O)NCCS(=O)C ((±)-(3SR,3aRS)-2-(3-chloro-4-cyanophenyl)-N-(2-(methylsulfinyl)ethyl)-3-(tetrahydro-2H-pyran-4-yl)-3,3a,4,5-tetrahydro-2H-benzo[g]indazole-7-carboxamide). RXN SMILES: [Cl:1][C:2]1[CH:3]=[C:4]([N:10]2[CH:18]([CH:19]3[CH2:24][CH2:23][O:22][CH2:21][CH2:20]3)[CH:17]3[C:12]([C:13]4[CH:28]=[CH:27][C:26]([C:29]([OH:31])=O)=[CH:25][C:14]=4[CH2:15][CH2:16]3)=[N:11]2)[CH:5]=[CH:6][C:7]=1[C:8]#[N:9].Cl.[CH3:33][S:34]([CH2:37][CH2:38][NH2:39])(=O)=[O:35]>>[Cl:1][C:2]1[CH:3]=[C:4]([N:10]2[CH:18]([CH:19]3[CH2:20][CH2:21][O:22][CH2:23][CH2:24]3)[CH:17]3[C:12]([C:13]4[CH:28]=[CH:27][C:26]([C:29]([NH:39][CH2:38][CH2:37][S:34]([CH3:33])=[O:35])=[O:31])=[CH:25][C:14]=4[CH2:15][CH2:16]3)=[N:11]2)[CH:5]=[CH:6][C:7]=1[C:8]#[N:9] |f:1.2|. Procedure: The title compound was prepared from (±)-(3SR,3aRS)-2-(3-chloro-4-cyanophenyl)-3-(tetrahydro-2H-pyran-4-yl)-3,3a,4,5-tetrahydro-2H-benzo[g]indazole-7-carboxylic acid, Example 36 and 2-(methylsulfonyl)ethanamine hydrochloride according to Method F. 1H NMR (400 MHz, DMSO-d6) δ ppm 1.25-1.32 (m, 2H), 1.41 (ddd, J=24.50, 12.42, 4.43 Hz, 1H), 1.51-1.57 (m, 1H), 1.87-1.99 (m, 2H), 2.25-2.33 (m, 1H), 2.87-3.00 (m, 1H), 3.04 (s, 3H), 3.08-3.21 (m, 3H), 3.38 (t, J=6.85 Hz, 2H), 3.61-3.79 (m, 5H), 4.82 (d... Reactants: Cl (hydrochloric acid), O1C2=C(OCC1)C=C(C=C2)C(=O)NC2=CC=C(CN1N=C(C3=CC=CC=C13)CC(=O)OCC)C=C2 (Ethyl 2-[1-[4-(2,3-dihydrobenzo[b][1,4]dioxin-6-carboxamido)benzyl]-1H-indazol-3-yl]acetate), O (Water), O.[OH-].[Li+] (lithium hydroxide monohydrate). The solvent is O1CCCC1 (tetrahydrofuran), aqueous solution. The product is O1C2=C(OCC1)C=C(C=C2)C(=O)NC2=CC=C(CN1N=C(C3=CC=CC=C13)CC(=O)O)C=C2 (2-[1-[4-(2,3-dihydrobenzo[b][1,4]dioxin-6-carboxamido)benzyl]-1H-indazol-3-yl]acetic acid). Yield: 98.6%. As a reaction SMILES: [O:1]1[CH2:6][CH2:5][O:4][C:3]2[CH:7]=[C:8]([C:11]([NH:13][C:14]3[CH:35]=[CH:34][C:17]([CH2:18][N:19]4[C:27]5[C:22](=[CH:23][CH:24]=[CH:25][CH:26]=5)[C:21]([CH2:28][C:29]([O:31]CC)=[O:30])=[N:20]4)=[CH:16][CH:15]=3)=[O:12])[CH:9]=[CH:10][C:2]1=2.O.[OH-].[Li+].O.Cl>O1CCCC1>[O:1]1[CH2:6][CH2:5][O:4][C:3]2[CH:7]=[C:8]([C:11]([NH:13][C:14]3[CH:35]=[CH:34][C:17]([CH2:18][N:19]4[C:27]5[C:22](=[CH:23][CH:24]=[CH:25][CH:26]=5)[C:21]([CH2:28][C:29]([OH:31])=[O:30])=[N:20]4)=[CH:16][CH:15]=3)=[O:12])[CH:9]=[CH:10][C:2]1=2 |f:1.2.3|. Procedure details: Ethyl 2-[1-[4-(2,3-dihydrobenzo[b][1,4]dioxin-6-carboxamido)benzyl]-1H-indazol-3-yl]acetate (260 mg, 0.551 mmol) was dissolved in tetrahydrofuran (20 mL), and in an ice bath, 10 mL aqueous solution dissolving lithium hydroxide monohydrate (70 mg, 1.67 mmol) was added. It was reacted at room temperature for 3 h, and the reaction was monitored to be complete by TLC. Water was added into the system, and adjusted to pH≈3-4 with diluted hydrochloric acid. A solid precipitated, which was filtered and ... The reactants are BrC1=C(C=CC(=N1)NCC1CCOCC1)Cl (6-bromo-5-chloro-N-((tetrahydro-2H-pyran-4-yl)methyl)pyridin-2-amine), ClC=1C(=CC(=NC1)F)B(O)O (5-chloro-2-fluoropyridin-4-ylboronic acid), C(Cl)Cl (CH2Cl2). Reagents/catalysts: C1=CC=C(C=C1)P([C-]2C=CC=C2)C3=CC=CC=C3.C1=CC=C(C=C1)P([C-]2C=CC=C2)C3=CC=CC=C3.Cl[Pd]Cl.[Fe+2] (PdCl2(dppf)). Solvent: CCOC(=O)C (EtOAc), C([O-])([O-])=O.[Na+].[Na+] (sodium carbonate), COCCOC (DME), C([O-])([O-])=O.[Na+].[Na+] (sodium carbonate). Yields the product ClC=1C(=NC(=CC1)NCC1CCOCC1)C1=CC(=NC=C1Cl)F (3,5′-dichloro-2′-fluoro-N-((tetrahydro-2H-pyran-4-yl)methyl)-2,4′-bipyridin-6-amine). The yield is 40.0%. Reaction SMILES: Br[C:2]1[N:7]=[C:6]([NH:8][CH2:9][CH:10]2[CH2:15][CH2:14][O:13][CH2:12][CH2:11]2)[CH:5]=[CH:4][C:3]=1[Cl:16].[Cl:17][C:18]1[C:19](B(O)O)=[CH:20][C:21]([F:24])=[N:22][CH:23]=1.C(Cl)Cl>COCCOC.CCOC(C)=O.C(=O)([O-])[O-].[Na+].[Na+].C1C=CC(P(C2C=CC=CC=2)[C-]2C=CC=C2)=CC=1.C1C=CC(P(C2C=CC=CC=2)[C-]2C=CC=C2)=CC=1.Cl[Pd]Cl.[Fe+2]>[Cl:16][C:3]1[C:2]([C:19]2[C:18]([Cl:17])=[CH:23][N:22]=[C:21]([F:24])[CH:20]=2)=[N:7][C:6]([NH:8][CH2:9][CH:10]2[CH2:15][CH2:14][O:13][CH2:12][CH2:11]2)=[CH:5][CH:4]=1 |f:5.6.7,8.9.10.11|. Procedure: A mixture of 6-bromo-5-chloro-N-((tetrahydro-2H-pyran-4-yl)methyl)pyridin-2-amine (E, 300 mg, 0.982 mmol), 5-chloro-2-fluoropyridin-4-ylboronic acid (344 mg, 1.963 mmol), PdCl2(dppf).CH2Cl2 adduct (80 mg, 0.098 mmol) in DME (4.5 mL) and 2M aqueous sodium carbonate (4.5 mL, 4.50 mmol) was heated in a sealed tube at about 103° C. for about 16 hr. The reaction mixture was cooled to ambient temperature, diluted with EtOAc (˜100 mL) and saturated aqueous sodium carbonate solution. The organic layer w... The reactants are CCOC(=O)c1c2ccc(Cl)ccc-2[nH]c1=O, [Na+], [OH-]. The product is O=C(O)c1c2ccc(Cl)ccc-2[nH]c1=O. Reaction SMILES: [CH2:1]([CH3:2])[O:3][C:4](=[O:5])[c:6]1[c:7]2[cH:16][cH:15][c:14]([Cl:17])[cH:13][cH:12][c:8]-2[nH:9][c:10]1=[O:11].[Na+:19].[OH-:18]>>[O:3]=[C:4]([OH:5])[c:6]1[c:7]2[cH:16][cH:15][c:14]([Cl:17])[cH:13][cH:12][c:8]-2[nH:9][c:10]1=[O:11].